This data is from the Open Reaction Database (ORD), a public repository of structured organic reaction records. The task is: describe an organic reaction: reactants, conditions, products, and yield Reactants: C(C)OC(CC1=CC(=CC(=C1)F)OC1=C(C=C(C=C1)Br)CBr)=O ([3-(4-bromo-2-bromomethyl-phenoxy)-5-fluoro-phenyl]-acetic acid ethyl ester), C[C@@H]1NC(O[C@@H]1C1=CC=CC=C1)=O ((4S,5R)-(−)-4-methyl-5-phenyl-2-oxazolidinone). Product: C(C)OC(CC1=CC(=CC(=C1)F)OC1=C(C=C(C=C1)Br)CN1C(O[C@@H]([C@@H]1C)C1=CC=CC=C1)=O)=O ({3-[4-Bromo-2-((4S,5R)-4-methyl-2-oxo-5-phenyl-oxazolidin-3-ylmethyl)-phenoxy]-5-fluoro-phenyl}-acetic acid ethyl ester). Reaction SMILES: [CH2:1]([O:3][C:4](=[O:23])[CH2:5][C:6]1[CH:11]=[C:10]([F:12])[CH:9]=[C:8]([O:13][C:14]2[CH:19]=[CH:18][C:17]([Br:20])=[CH:16][C:15]=2[CH2:21]Br)[CH:7]=1)[CH3:2].[CH3:24][C@H:25]1[C@@H:29]([C:30]2[CH:35]=[CH:34][CH:33]=[CH:32][CH:31]=2)[O:28][C:27](=[O:36])[NH:26]1>>[CH2:1]([O:3][C:4](=[O:23])[CH2:5][C:6]1[CH:11]=[C:10]([F:12])[CH:9]=[C:8]([O:13][C:14]2[CH:19]=[CH:18][C:17]([Br:20])=[CH:16][C:15]=2[CH2:21][N:26]2[C@@H:25]([CH3:24])[C@@H:29]([C:30]3[CH:35]=[CH:34][CH:33]=[CH:32][CH:31]=3)[O:28][C:27]2=[O:36])[CH:7]=1)[CH3:2]. Reported procedure: Prepared according to the procedure described in Example 24, Step 7, using the following starting materials: [3-(4-bromo-2-bromomethyl-phenoxy)-5-fluoro-phenyl]-acetic acid ethyl ester and (4S,5R)-(−)-4-methyl-5-phenyl-2-oxazolidinone. The reactants are [Br-], COC(OC)c1ccc([Mg+])cc1, CO, Clc1ccccc1-c1nnnn1C1CCCCO1, Clc1ccccc1-c1nnn(C2CCCCO2)n1, Clc1ccccc1-c1nnn[nH]1, Cl, C1CCOC1. Yields the product COC(OC)c1ccc(-c2ccccc2-c2nnn(C3CCCCO3)n2)cc1. Reaction SMILES: [Br-:37].[CH3:38][O:39][CH:40]([c:41]1[cH:42][cH:43][c:44]([Mg+:47])[cH:45][cH:46]1)[O:48][CH3:49].[CH3:63][OH:64].[Cl:19][c:20]1[cH:21][cH:22][cH:23][cH:24][c:25]1-[c:26]1[n:27]([CH:28]2[CH2:29][CH2:30][CH2:31][CH2:32][O:33]2)[n:34][n:35][n:36]1.[Cl:1][c:2]1[c:3](-[c:8]2[n:9][n:10][n:11]([CH:13]3[O:14][CH2:15][CH2:16][CH2:17][CH2:18]3)[n:12]2)[cH:4][cH:5][cH:6][cH:7]1.[Cl:51][c:52]1[cH:53][cH:54][cH:55][cH:56][c:57]1-[c:58]1[nH:59][n:60][n:61][n:62]1.[ClH:50].[O:65]1[CH2:66][CH2:67][CH2:68][CH2:69]1>>[c:2]1(-[c:44]2[cH:43][cH:42][c:41]([CH:40]([O:39][CH3:38])[O:48][CH3:49])[cH:46][cH:45]2)[c:3](-[c:8]2[n:9][n:10][n:11]([CH:13]3[O:14][CH2:15][CH2:16][CH2:17][CH2:18]3)[n:12]2)[cH:4][cH:5][cH:6][cH:7]1. Starting materials: ClC1=C(N)C=CC=C1Cl (2,3-Dichloroaniline), C(C)OC=C(C(=O)OCC)C(=O)OCC (diethyl ethoxymethylenemalonate). The solvent is hexanes. Conditions: temperature 60 celsius. The product is ClC1=CC=C2C(=C(C=NC2=C1Cl)C(=O)OCC)O (ethyl 7,8-dichloro-4-hydroxyquinoline-3-carboxylate). Yield: 87.7%. As a reaction SMILES: [Cl:1][C:2]1[C:8]([Cl:9])=[CH:7][CH:6]=[CH:5][C:3]=1[NH2:4].C([O:12][CH:13]=[C:14]([C:20](OCC)=O)[C:15]([O:17][CH2:18][CH3:19])=[O:16])C>>[Cl:9][C:8]1[C:2]([Cl:1])=[C:3]2[C:5]([C:13]([OH:12])=[C:14]([C:15]([O:17][CH2:18][CH3:19])=[O:16])[CH:20]=[N:4]2)=[CH:6][CH:7]=1. Reported procedure: 2,3-Dichloroaniline (7.83 g) and diethyl ethoxymethylenemalonate (9.76 g) are heated at 130° C. for 1.5 hours. The reaction is cooled to 60° C. and the solution poured into hexanes. The intermediate enamine is collected and dried. The solid is added to 70 mL diphenyl ether and heated to 250° C. for 1.5 hours with removal of ethanol with a Dean-Stark trap. The reaction is cooled to room temperature. The product is collected by filtration, washed thoroughly with hexanes, and dried to yield 11.32 g... Reactants: mercaptoethyl, Cl.CC1N=CC=C(C1(C(C)S)O)CO (2-methyl-3-hydroxy-4-hydroxymethyl-3-(1-mercaptoethyl)pyridine hydrochloride), O (water), Cl (hydrochloric acid), C([O-])(O)=O.[Na+] (sodium bicarbonate). Run at temperature 0 celsius. Yields the product Cl.CC1=NC=C(C(=C1O)CO)C(C)S (2-methyl-3-hydroxy-4-hydroxymethyl-5-(1-mercaptoethyl)pyridine hydrochloride). Reaction SMILES: [ClH:1].[C:2](=O)(O)[O-].[Na+].Cl.C[CH:9]1[C:14](O)([CH:15]([SH:17])[CH3:16])[C:13]([CH2:19][OH:20])=[CH:12][CH:11]=[N:10]1.[OH2:21]>>[ClH:1].[CH3:2][C:11]1[C:12]([OH:21])=[C:13]([CH2:19][OH:20])[C:14]([CH:15]([SH:17])[CH3:16])=[CH:9][N:10]=1 |f:1.2,3.4,6.7|. Procedure: A mixture of 2.0 g. of the mercaptoethyl compound from Step B, 6.0 ml. of 2.5 N hydrochloric acid and 10 ml. of water was heated at 50°C. for 45 minutes. The mixture was made alkaline under solid sodium bicarbonate and concentrated to dryness. The residue was extracted with 50 ml. of hot isopropanol. The extract was cooled to 0°C., saturated with dry hydrogen chloride and concentrated to dryness. The solid residue was isolated by trituration with ether and filtration and dried to give 1.26 g. of... Yields the product CN(/C=C/C(=O)C1CN(CC1)C(=O)OC(C)(C)C)C (tert-butyl 3-((E)-3-(dimethylamino)acryloyl)pyrro-lidine-1-carboxylate). Reported procedure: A mixture of tert-butyl 3-acetylpyrrolidine-1-carboxylate (3.6 g, 16 mmol), DMF (10 mL), and DMF-DMA (20 mL) was stirred at 140° C. for 16 h. The resultant mixture was extracted with ethyl acetate, washed with brine, dried over MgSO4, filtered, and evaporated to afford tert-butyl 3-((E)-3-(dimethylamino)acryloyl)pyrro-lidine-1-carboxylate (4.44 g, 97% yield) as brown oil. LCMS (ESI) m/z: 213.3 [M-56+H+]. Reaction SMILES: [C:1]([CH:4]1[CH2:8][CH2:7][N:6]([C:9]([O:11][C:12]([CH3:15])([CH3:14])[CH3:13])=[O:10])[CH2:5]1)(=[O:3])[CH3:2].[CH3:16][N:17]([CH:19](OC)OC)[CH3:18]>CN(C=O)C>[CH3:16][N:17]([CH3:19])/[CH:18]=[CH:2]/[C:1]([CH:4]1[CH2:8][CH2:7][N:6]([C:9]([O:11][C:12]([CH3:15])([CH3:14])[CH3:13])=[O:10])[CH2:5]1)=[O:3]. Isolated yield 97.0%. Solvent: CN(C)C=O (DMF). Run at temperature 140 celsius, time 16 hour. Reactants: C(C)(=O)C1CN(CC1)C(=O)OC(C)(C)C (tert-butyl 3-acetylpyrrolidine-1-carboxylate), CN(C)C(OC)OC (DMF-DMA). Starting materials: CI, Clc1ccc(-c2cc3cc(Cl)ccc3[nH]2)c(Cl)c1, [H-], [Na+], C1CCOC1. Yields the product Cn1c(-c2ccc(Cl)cc2Cl)cc2cc(Cl)ccc21. Reaction SMILES: [CH3:19][I:20].[Cl:1][c:2]1[cH:3][c:4]2[cH:5][c:6](-[c:11]3[c:12]([Cl:18])[cH:13][c:14]([Cl:17])[cH:15][cH:16]3)[nH:7][c:8]2[cH:9][cH:10]1.[H-:22].[Na+:21].[O:23]1[CH2:24][CH2:25][CH2:26][CH2:27]1>>[Cl:1][c:2]1[cH:3][c:4]2[cH:5][c:6](-[c:11]3[c:12]([Cl:18])[cH:13][c:14]([Cl:17])[cH:15][cH:16]3)[n:7]([CH3:19])[c:8]2[cH:9][cH:10]1.